The task is: describe an organic reaction: reactants, conditions, products, and yield. This data is from the Open Reaction Database (ORD), a public repository of structured organic reaction records. Reactants: C1CCNC1, COCCCCOc1cc(C)ccc1C(=O)OC. Yields the product COCCCCOc1cc(CN2CCCC2)ccc1C(=O)OC. Reaction SMILES: [CH2:19]1[CH2:20][CH2:21][NH:22][CH2:23]1.[CH3:1][O:2][C:3]([c:4]1[c:5]([O:11][CH2:12][CH2:13][CH2:14][CH2:15][O:16][CH3:17])[cH:6][c:7]([CH3:10])[cH:8][cH:9]1)=[O:18]>>[CH3:1][O:2][C:3]([c:4]1[c:5]([O:11][CH2:12][CH2:13][CH2:14][CH2:15][O:16][CH3:17])[cH:6][c:7]([CH2:10][N:22]2[CH2:21][CH2:20][CH2:19][CH2:23]2)[cH:8][cH:9]1)=[O:18]. Starting materials: COC(CCC#CC1=CC=C(C(=N1)CCC(=O)OC)O)=O (5-[3-hydroxy-2-(2-methoxycarbonylethyl)-6-pyridyl]-4-pentynoic acid methyl ester). Reagents/catalysts: [Pd] (palladium). The solvent is CO (methanol). Product: COC(CCCCC1=CC=C(C(=N1)CCC(=O)OC)O)=O (5-[3-hydroxy-2-(2-methoxycarbonylethyl)-6-pyridyl]-pentanoic acid methyl ester). Yield: 65.6%. As a reaction SMILES: [CH3:1][O:2][C:3](=[O:21])[CH2:4][CH2:5][C:6]#[C:7][C:8]1[N:13]=[C:12]([CH2:14][CH2:15][C:16]([O:18][CH3:19])=[O:17])[C:11]([OH:20])=[CH:10][CH:9]=1>CO.[Pd]>[CH3:1][O:2][C:3](=[O:21])[CH2:4][CH2:5][CH2:6][CH2:7][C:8]1[N:13]=[C:12]([CH2:14][CH2:15][C:16]([O:18][CH3:19])=[O:17])[C:11]([OH:20])=[CH:10][CH:9]=1. Procedure: Under the conditions of example 14 A, a solution of 1 g of 5-[3-hydroxy-2-(2-methoxycarbonylethyl)-6-pyridyl]-4-pentynoic acid methyl ester in 10 ml of methanol is hydrogenated in the presence of 100 mg of 10% palladium catalyst on activated carbon and worked up. The crude product is chromatographed on silica gel with hexane/0-50% ethyl acetate. 665 mg of 5-[3-hydroxy-2-(2-methoxycarbonylethyl)-6-pyridyl]-pentanoic acid methyl ester of melting point 92°-95° C. is obtained. Starting materials: C(C)OC(=O)CN1C(CCNC2=C1C=CC=C2)=O (1-ethoxycarbonylmethyl-1,3,4,5-tetrahydro-1,5-benzodiazepin-2(2H)-one). Solvent: O1CCCC1 (tetrahydrofuran). Reaction conditions: time 8 hour. Product: C(C)OC(=O)CN1CCCNC2=C1C=CC=C2 (1-ethoxycarbonylmethyl-2,3,4,5-tetrahydro-1H-1,5-benzodiazepine). Isolated yield 76.6%. RXN SMILES: [CH2:1]([O:3][C:4]([CH2:6][N:7]1[C:13]2[CH:14]=[CH:15][CH:16]=[CH:17][C:12]=2[NH:11][CH2:10][CH2:9][C:8]1=O)=[O:5])[CH3:2]>O1CCCC1>[CH2:1]([O:3][C:4]([CH2:6][N:7]1[C:13]2[CH:14]=[CH:15][CH:16]=[CH:17][C:12]=2[NH:11][CH2:10][CH2:9][CH2:8]1)=[O:5])[CH3:2]. Procedure: To a solution of 1-ethoxycarbonylmethyl-1,3,4,5-tetrahydro-1,5-benzodiazepin-2(2H)-one (173 mg) in tetrahydrofuran (5 ml) was added diborane dimethylsulfide complex (10 mol solution, 0.5 ml) and the mixture was stirred at ambient temperature for 8 hours. The solution was washed with water and brine, dried over magnesium sulfate. The solvent was evaporated in vacuo and a residue was purified by silica gel column to give 1-ethoxycarbonylmethyl-2,3,4,5-tetrahydro-1H-1,5-benzodiazepine (125 mg) as a... Reactants: C1CO1, [H-], [Na+], CN(C)C=O, c1ccc2[nH]ccc2c1. Yields the product OCCn1ccc2ccccc21. RXN SMILES: [CH2:12]1[CH2:13][O:14]1.[H-:10].[Na+:11].[O:15]=[CH:16][N:17]([CH3:18])[CH3:19].[nH:1]1[cH:2][cH:3][c:4]2[cH:5][cH:6][cH:7][cH:8][c:9]12>>[n:1]1([CH2:12][CH2:13][OH:14])[cH:2][cH:3][c:4]2[cH:5][cH:6][cH:7][cH:8][c:9]12. Starting materials: O=C1N[C@@H]2[C@@H](N1C1CCN(CC1)C1(CN(CC1)C(=O)OC(C)(C)C)C)CCCC2 (Tert-butyl 3-[4-[(3aS,7aS)-2-oxo-3a,4,5,6,7,7a-hexahydro-3H-benzoimidazol-1-yl]-1-piperidyl]-3-methyl-pyrrolidine-1-carboxylate), Cl (HCl). Solvent: O1CCOCC1 (dioxane), O1CCOCC1 (dioxane). Conditions: time 8 hour. Product: CC1(CNCC1)N1CCC(CC1)N1C(N[C@@H]2[C@@H]1CCCC2)=O ((3aS,7aS)-1-[1-(3-methylpyrrolidin-3-yl)-4-piperidyl]-3a,4,5,6,7,7a-hexahydro-3H-benzoimidazol-2-one). The yield is 93.2%. As a reaction SMILES: [O:1]=[C:2]1[N:6]([CH:7]2[CH2:12][CH2:11][N:10]([C:13]3([CH3:25])[CH2:17][CH2:16][N:15](C(OC(C)(C)C)=O)[CH2:14]3)[CH2:9][CH2:8]2)[C@H:5]2[CH2:26][CH2:27][CH2:28][CH2:29][C@@H:4]2[NH:3]1.Cl>O1CCOCC1>[CH3:25][C:13]1([N:10]2[CH2:11][CH2:12][CH:7]([N:6]3[C@H:5]4[CH2:26][CH2:27][CH2:28][CH2:29][C@@H:4]4[NH:3][C:2]3=[O:1])[CH2:8][CH2:9]2)[CH2:17][CH2:16][NH:15][CH2:14]1. Procedure: Tert-butyl 3-[4-[(3aS,7aS)-2-oxo-3a,4,5,6,7,7a-hexahydro-3H-benzoimidazol-1-yl]-1-piperidyl]-3-methyl-pyrrolidine-1-carboxylate (1.85 g, 4.55 mmol) in dioxane was added with 4N HCl solution in dioxane (11.4 mL, 45.5 mmol) and was stirred at room temperature under nitrogen atmosphere overnight. Then solvent was removed under reduced pressure to give the title compound as a white solid (1.3 g), which was used for the subsequent step without further purification. MS (M+1): 307.28. Starting materials: CC(Br)Br, CON(C)C(=O)C1CC1C#N, C1CCOC1, CCOCC, Fc1ccc(Br)c(Cl)c1, [Mg]. Yields the product N#CC1CC1C(=O)c1ccc(F)cc1Cl. RXN SMILES: [Br:11][CH:12]([Br:13])[CH3:14].[C:15](#[N:16])[CH:17]1[CH:18]([C:20](=[O:21])[N:22]([O:23][CH3:24])[CH3:25])[CH2:19]1.[CH2:31]1[O:32][CH2:33][CH2:34][CH2:35]1.[CH3:26][CH2:27][O:28][CH2:29][CH3:30].[Cl:1][c:2]1[c:3]([Br:9])[cH:4][cH:5][c:6]([F:8])[cH:7]1.[Mg:10]>>[Cl:1][c:2]1[c:3]([C:20]([CH:18]2[CH:17]([C:15]#[N:16])[CH2:19]2)=[O:21])[cH:4][cH:5][c:6]([F:8])[cH:7]1. Starting materials: ClC=1C(=NC=C(C1)Cl)OC1=CC=C(C=C1)O (4-(3,5-dichloro pyridin-2-yloxy)-phenol), CN(C(=O)Cl)C (dimethyl-carbamoyl chloride). Yields the product ClC=1C(=NC=C(C1)Cl)OC1=CC=C(C=C1)OC(N(C)C)=O (Dimethyl-carbamic acid 4-(3,5-dichloro pyridin-2-yloxy)-phenyl ester). As a reaction SMILES: [Cl:1][C:2]1[C:3]([O:9][C:10]2[CH:15]=[CH:14][C:13]([OH:16])=[CH:12][CH:11]=2)=[N:4][CH:5]=[C:6]([Cl:8])[CH:7]=1.[CH3:17][N:18]([CH3:22])[C:19](Cl)=[O:20]>>[Cl:1][C:2]1[C:3]([O:9][C:10]2[CH:15]=[CH:14][C:13]([O:16][C:19](=[O:20])[N:18]([CH3:22])[CH3:17])=[CH:12][CH:11]=2)=[N:4][CH:5]=[C:6]([Cl:8])[CH:7]=1. Procedure details: The title compound was prepared from 4-(3,5-dichloro pyridin-2-yloxy)-phenol and dimethyl-carbamoyl chloride. The crude product was purified by preparative HPLC (38%). HPLC-MS m/z=327.0 (M+1), Rt: 4.7 min. Starting materials: BrC=1C=NC=C(C1)F (3-bromo-5-fluoro pyridine), CN(C=O)C (dimethylformamide). The reagents and catalysts are C=1C=CC(=CC1)/C=C/C(=O)/C=C/C2=CC=CC=C2.C=1C=CC(=CC1)/C=C/C(=O)/C=C/C2=CC=CC=C2.C=1C=CC(=CC1)/C=C/C(=O)/C=C/C2=CC=CC=C2.[Pd].[Pd] (Pd2(dba)3), [C-]#N.[C-]#N.[Zn+2] (Zn(CN)2), C1(=CC=CC=C1)P([C-]1C=CC=C1)C1=CC=CC=C1.[C-]1(C=CC=C1)P(C1=CC=CC=C1)C1=CC=CC=C1.[Fe+2] (1,1′-bis(diphenylphosphino)ferrocene). Run at temperature 130 celsius. The product is FC=1C=NC=C(C#N)C1 (5-fluoronicotinonitrile). Reaction SMILES: Br[C:2]1[CH:3]=[N:4][CH:5]=[C:6]([F:8])[CH:7]=1.[CH3:9][N:10](C)C=O>[C-]#N.[C-]#N.[Zn+2].C1(P(C2C=CC=CC=2)[C-]2C=CC=C2)C=CC=CC=1.[C-]1(P(C2C=CC=CC=2)C2C=CC=CC=2)C=CC=C1.[Fe+2].C1C=CC(/C=C/C(/C=C/C2C=CC=CC=2)=O)=CC=1.C1C=CC(/C=C/C(/C=C/C2C=CC=CC=2)=O)=CC=1.C1C=CC(/C=C/C(/C=C/C2C=CC=CC=2)=O)=CC=1.[Pd].[Pd]>[F:8][C:6]1[CH:5]=[N:4][CH:3]=[C:2]([CH:7]=1)[C:9]#[N:10] |f:2.3.4,5.6.7,8.9.10.11.12|. Procedure: Zn(CN)2 (2.45 g, 0.020 mol) and 1,1′-bis(diphenylphosphino)ferrocene (0.045 g, 0.0008 mol) were added to a solution of 3-bromo-5-fluoro pyridine (3.5 g, 0.0198 mol) in dimethylformamide. The reaction vessel was purged with argon for 10 min. Next, Pd2(dba)3 (0.04 g, 0.000043 mol) was added and the reaction vessel was purged with argon for another 5 min. The reaction mixture heated to 130° C. for 40 min under microwave irradiation. The reaction mixture was cooled to RT, diluted with water (100 mL)... Starting materials: CCOC(=O)c1cccc(-c2nc(-c3ccc(C)c(C)c3)cs2)c1, CCO, Cl, [Na+], C1CCOC1, [OH-]. The product is Cc1ccc(-c2csc(-c3cccc(C(=O)O)c3)n2)cc1C. As a reaction SMILES: [CH3:1][c:2]1[cH:3][c:4](-[c:9]2[n:10][c:11](-[c:14]3[cH:15][c:16]([C:17](=[O:18])[O:19][CH2:20][CH3:21])[cH:22][cH:23][cH:24]3)[s:12][cH:13]2)[cH:5][cH:6][c:7]1[CH3:8].[CH3:33][CH2:34][OH:35].[ClH:32].[Na+:26].[O:27]1[CH2:28][CH2:29][CH2:30][CH2:31]1.[OH-:25]>>[CH3:1][c:2]1[cH:3][c:4](-[c:9]2[n:10][c:11](-[c:14]3[cH:15][c:16]([C:17](=[O:18])[OH:19])[cH:22][cH:23][cH:24]3)[s:12][cH:13]2)[cH:5][cH:6][c:7]1[CH3:8].